This data is from the Open Reaction Database (ORD), a public repository of structured organic reaction records. The task is: describe an organic reaction: reactants, conditions, products, and yield Reactants: C(C)N(CCN1C(C2=C(CC1)NC(=C2C)C=O)=O)CC (5-(2-diethylamino-ethyl)-3-methyl-4-oxo-4,5,6,7-tetrahydro-1H-pyrrolo[3,2-c]pyridine-2-carbaldehyde), CC1=C2CC(NC2=CC=C1)=O (4-methyl-1,3-dihydro-indole-2-one). The product is C(C)N(CCN1C(C2=C(CC1)NC(=C2C)C=C2C(NC1=CC=CC(=C21)C)=O)=O)CC (5-(2-diethylamino-ethyl)-3-methyl-2-(4-methyl-2-oxo-1,2-dihydro-indol-3-ylidenemethyl)-1,5,6,7-tetrahydro-pyrrolo[3,2-c]pyridin-4-one). The yield is 52.5%. Reaction SMILES: [CH2:1]([N:3]([CH2:19][CH3:20])[CH2:4][CH2:5][N:6]1[CH2:11][CH2:10][C:9]2[NH:12][C:13]([CH:16]=O)=[C:14]([CH3:15])[C:8]=2[C:7]1=[O:18])[CH3:2].[CH3:21][C:22]1[CH:30]=[CH:29][CH:28]=[C:27]2[C:23]=1[CH2:24][C:25](=[O:31])[NH:26]2>>[CH2:1]([N:3]([CH2:19][CH3:20])[CH2:4][CH2:5][N:6]1[CH2:11][CH2:10][C:9]2[NH:12][C:13]([CH:16]=[C:24]3[C:23]4[C:27](=[CH:28][CH:29]=[CH:30][C:22]=4[CH3:21])[NH:26][C:25]3=[O:31])=[C:14]([CH3:15])[C:8]=2[C:7]1=[O:18])[CH3:2]. Procedure: The title compound was prepared under the same conditions as described in Example 1 with 5-(2-diethylamino-ethyl)-3-methyl-4-oxo-4,5,6,7-tetrahydro-1H-pyrrolo[3,2-c]pyridine-2-carbaldehyde and 4-methyl-1,3-dihydro-indole-2-one (prepared according to U.S. Pat. No. 6,114,371) as starting materials to give 5-(2-diethylamino-ethyl)-3-methyl-2-(4-methyl-2-oxo-1,2-dihydro-indol-3-ylidenemethyl)-1,5,6,7-tetrahydro-pyrrolo[3,2-c]pyridin-4-one (40 mg, 52.5%) as a light yellow solid.